This data is from the Open Reaction Database (ORD), a public repository of structured organic reaction records. The task is: describe an organic reaction: reactants, conditions, products, and yield Starting materials: BrC=1C=C(OC2=C(C=C(C=C2C)N2N=C(C(NC2=O)=O)C#N)C)C=CC1OC (2-[4-(3-Bromo-4-methoxy-phenoxy)-3,5-dimethyl-phenyl]-3,5-dioxo-2,3,4,5-tetrahydro-[1,2,4]triazine-6-carbonitrile), Cl (hydrochloric acid), C(C)(=O)O (acetic acid). Product: BrC=1C=C(OC2=C(C=C(C=C2C)N2N=C(C(NC2=O)=O)C(=O)O)C)C=CC1OC (2-[4-(3-Bromo-4-methoxy-phenoxy)-3,5-dimethyl-phenyl]-3,5-dioxo-2,3,4,5-tetrahydro-[1,2,4]triazine-6-carboxylic acid). As a reaction SMILES: [Br:1][C:2]1[CH:3]=[C:4]([CH:24]=[CH:25][C:26]=1[O:27][CH3:28])[O:5][C:6]1[C:11]([CH3:12])=[CH:10][C:9]([N:13]2[C:18](=[O:19])[NH:17][C:16](=[O:20])C(C#N)=[N:14]2)=[CH:8][C:7]=1[CH3:23].Cl.[C:30]([OH:33])(=[O:32])[CH3:31]>>[Br:1][C:2]1[CH:3]=[C:4]([CH:24]=[CH:25][C:26]=1[O:27][CH3:28])[O:5][C:6]1[C:7]([CH3:23])=[CH:8][C:9]([N:13]2[C:18](=[O:19])[NH:17][C:16](=[O:20])[C:31]([C:30]([OH:33])=[O:32])=[N:14]2)=[CH:10][C:11]=1[CH3:12]. Procedure details: A solution of 2-[4-(3-bromo-4-methoxy-phenoxy)-3,5-dimethyl-phenyl]-3,5-dioxo-2,3,4,5-tetrahydro-[1,2,4]triazine-6-carbonitrile (700 mg) of EXAMPLE 1, hydrochloric acid (5 ml) and acetic acid (5 ml) was heated to 120° C. for 3 h. The resulting solids were filtered, rinsed and dried to afford the title compound as a brown solid (593 mg). MS Calc.: 461.0; Found: 459.7 (M−1).